describe an organic reaction: reactants, conditions, products, and yield From a dataset of the Open Reaction Database (ORD), a public repository of structured organic reaction records. The reactants are C(C1=CC=CC=C1)OC(N(C)C(C(C)C)C(NC(C(C)C)C(N(C)C(C(CC(=O)N1C(CCC1)C(CC(NCCC1=CC=CC=C1)=O)S(=O)(=O)C)OC)C(C)CC)=O)=O)=O ({1-[1-({1-sec-butyl-2-methoxy-4-[2-(1-methylsulfonyl-2-phenethylcarbamoyl-ethyl)-pyrrolidin-1-yl]-4-oxo-butyl}-methyl-carbamoyl)-2-methyl-propylcarbamoyl]-2-methyl-propyl}-methyl-carbamic acid benzyl ester), O (H2O). The reagents and catalysts are [OH-].[OH-].[Pd+2] (Pd(OH)2 on carbon). Solvent: CC(C)(C)O (tBuOH). Run at time 13.5 hour. Yields the product C(C)(CC)C(C(CC(=O)N1C(CCC1)C(CC(NCCC1=CC=CC=C1)=O)S(=O)(=O)C)OC)N(C(=O)C(C(C)C)NC(C(C(C)C)NC)=O)C (N-[1-({1-sec-Butyl-4-[2-(1-methanesulfonyl-2-phenethylcarbamoyl-ethyl)-pyrrolidin-1-yl]-2-methoxy-4-oxo-butyl}-methyl-carbamoyl)-2-methyl-propyl]-3-methyl-2-methylamino-butyramide), powder. Yield: 58.0%. As a reaction SMILES: C(O[C:9](=O)[N:10]([CH:12]([C:16](=[O:59])[NH:17][CH:18]([C:22](=[O:58])[N:23]([CH:25]([CH:54]([CH2:56][CH3:57])[CH3:55])[CH:26]([O:52][CH3:53])[CH2:27][C:28]([N:30]1[CH2:34][CH2:33][CH2:32][CH:31]1[CH:35]([S:48]([CH3:51])(=[O:50])=[O:49])[CH2:36][C:37](=[O:47])[NH:38][CH2:39][CH2:40][C:41]1[CH:46]=[CH:45][CH:44]=[CH:43][CH:42]=1)=[O:29])[CH3:24])[CH:19]([CH3:21])[CH3:20])[CH:13]([CH3:15])[CH3:14])C)C1C=CC=CC=1.O>CC(O)(C)C.[OH-].[OH-].[Pd+2]>[CH:54]([CH:25]([N:23]([CH3:24])[C:22]([CH:18]([NH:17][C:16](=[O:59])[CH:12]([NH:10][CH3:9])[CH:13]([CH3:15])[CH3:14])[CH:19]([CH3:21])[CH3:20])=[O:58])[CH:26]([O:52][CH3:53])[CH2:27][C:28]([N:30]1[CH2:34][CH2:33][CH2:32][CH:31]1[CH:35]([S:48]([CH3:51])(=[O:50])=[O:49])[CH2:36][C:37](=[O:47])[NH:38][CH2:39][CH2:40][C:41]1[CH:42]=[CH:43][CH:44]=[CH:45][CH:46]=1)=[O:29])([CH2:56][CH3:57])[CH3:55] |f:3.4.5|. Procedure: To a stirred solution of the crude {1-[1-({1-sec-butyl-2-methoxy-4-[2-(1-methylsulfonyl-2-phenethylcarbamoyl-ethyl)-pyrrolidin-1-yl]-4-oxo-butyl}-methyl-carbamoyl)-2-methyl-propylcarbamoyl]-2-methyl-propyl}-methyl-carbamic acid benzyl ester (311 mg) obtained above in tBuOH (9 ml) and H2O (1 ml) was added Pd(OH)2 on carbon(ca. 20 wt %, 1 g) at room temperature and then the mixture was set under H2 atmosphere. After being stirred at room temperature for 13.5 hr, the mixture was filtrated through a...